From a dataset of the Open Reaction Database (ORD), a public repository of structured organic reaction records. describe an organic reaction: reactants, conditions, products, and yield Starting materials: C[C@H]1N(CCC1)C[C@H]1NCCC1 (2-(R)-methyl-1-(2-(S)-pyrrolidinylmethyl)pyrrolidine), FC1=C(C(=O)O)C=CC(=C1)B1OC(C(O1)(C)C)(C)C (2-Fluoro-4-(4,4,5,5-tetramethyl-[1,3,2]dioxaborolan-2-yl)-benzoic acid), crude product. Yields the product FC1=C(C=CC(=C1)B1OC(C(O1)(C)C)(C)C)C(=O)N1[C@@H](CCC1)CN1[C@@H](CCC1)C ([2-Fluoro-4-(4,4,5,5-tetramethyl-[1,3,2]dioxaborolan-2-yl)-phenyl]-[2-(S)-(2-(R)-methyl-1-pyrrolidin-1-ylmethyl)-pyrrolidin-1-yl]-methanone). RXN SMILES: [CH3:1][C@@H:2]1[CH2:6][CH2:5][CH2:4][N:3]1[CH2:7][C@@H:8]1[CH2:12][CH2:11][CH2:10][NH:9]1.[F:13][C:14]1[CH:22]=[C:21]([B:23]2[O:27][C:26]([CH3:29])([CH3:28])[C:25]([CH3:31])([CH3:30])[O:24]2)[CH:20]=[CH:19][C:15]=1[C:16](O)=[O:17]>>[F:13][C:14]1[CH:22]=[C:21]([B:23]2[O:27][C:26]([CH3:28])([CH3:29])[C:25]([CH3:31])([CH3:30])[O:24]2)[CH:20]=[CH:19][C:15]=1[C:16]([N:9]1[CH2:10][CH2:11][CH2:12][C@H:8]1[CH2:7][N:3]1[CH2:4][CH2:5][CH2:6][C@H:2]1[CH3:1])=[O:17]. Reported procedure: A 100 mL toluene/EtOH mixture of commercially available 4-carboxy-3-phenyl boronic acid and pinacol is stirred at 75-80° C. for 2 hours, then concentrated, slurried in toluene, concentrated, and dried in vacuo to give 2-Fluoro-4-(4,4,5,5-tetramethyl-[1,3,2]dioxaborolan-2-yl)-benzoic acid that is used without further purification. The title intermediate is prepared in a manner substantially analogous. General Procedure E using 2-(R)-methyl-1-(2-(S)-pyrrolidinylmethyl)pyrrolidine and 2-Fluoro-4-(4...